From a dataset of the Open Reaction Database (ORD), a public repository of structured organic reaction records. describe an organic reaction: reactants, conditions, products, and yield Starting materials: ClC1=CC=C(C=C1)C=1C=C(C(NC1C1=C(C=C(C=C1)Cl)Cl)=O)C(=O)O (5-(4-chlorophenyl)-6-(2,4-dichlorophenyl)-2-oxo-1,2-dihydropyridine-3-carboxylic acid), product, N1=CC=CC2=CC=CC=C12 (quinoline). Conditions: temperature 235 celsius. The product is ClC1=CC=C(C=C1)C=1C=CC(NC1C1=C(C=C(C=C1)Cl)Cl)=O (5-(4-Chlorophenyl)-6-(2,4-dichlorophenyl)pyridin-2(1H)-one). As a reaction SMILES: [Cl:1][C:2]1[CH:7]=[CH:6][C:5]([C:8]2[CH:9]=[C:10](C(O)=O)[C:11](=[O:22])[NH:12][C:13]=2[C:14]2[CH:19]=[CH:18][C:17]([Cl:20])=[CH:16][C:15]=2[Cl:21])=[CH:4][CH:3]=1.N1C2C(=CC=CC=2)C=CC=1>>[Cl:1][C:2]1[CH:3]=[CH:4][C:5]([C:8]2[CH:9]=[CH:10][C:11](=[O:22])[NH:12][C:13]=2[C:14]2[CH:19]=[CH:18][C:17]([Cl:20])=[CH:16][C:15]=2[Cl:21])=[CH:6][CH:7]=1. Procedure details: An oven-dried round bottom flask equipped with a magnetic stir bar and a reflux condenser was charged with 0.365 g (0.93 mmol) of 5-(4-chlorophenyl)-6-(2,4-dichlorophenyl)-2-oxo-1,2-dihydropyridine-3-carboxylic acid from the product of Step A in Example 32 and 5 mL of freshly distilled quinoline. The reaction mixture was stirred and heated to 235° C. under a nitrogen atmosphere for 3 hours then cooled to room temperature. The reaction mixture was partitioned between excess EtOAc and 1N HCl, sepa...